From a dataset of the Open Reaction Database (ORD), a public repository of structured organic reaction records. describe an organic reaction: reactants, conditions, products, and yield Reactants: NC(=O)c1c(Cl)cccc1Cl, [Na+], [OH-], O=[N+]([O-])O, O=S(=O)(O)O. RXN SMILES: [Cl:5][c:6]1[c:7]([C:8](=[O:9])[NH2:10])[c:11]([Cl:15])[cH:12][cH:13][cH:14]1.[Na+:17].[OH-:16].[OH:1][N+:2]([O-:3])=[O:4].[S:18](=[O:19])(=[O:20])([OH:21])[OH:22]>>[O-:1][N+:2](=[O:4])[c:14]1[c:6]([Cl:5])[c:7]([C:8](=[O:9])[NH2:10])[c:11]([Cl:15])[cH:12][cH:13]1. Product: NC(=O)c1c(Cl)ccc([N+](=O)[O-])c1Cl. Reactants: COC=1C=C(CCN)C=CC1OC (3,4-dimethoxyphenethylamine), CN(C)C1=CC=CC2=C1C(=CC=C2)N(C)C (proton sponge), ClC(=O)OC(C)Cl (1-chloroethyl chloroformate), ice. The solvent is C(Cl)(Cl)Cl (chloroform). Reaction conditions: time 72 hour. The product is ClC(C)OC(=O)NCCC1=CC(=C(C=C1)OC)OC (N-(1-Chloroethoxycarbonyl)-β-(3,4-dimethoxyphenyl)ethylamine). As a reaction SMILES: [CH3:1][O:2][C:3]1[CH:4]=[C:5]([CH:9]=[CH:10][C:11]=1[O:12][CH3:13])[CH2:6][CH2:7][NH2:8].CN(C1C2C(N(C)C)=CC=CC=2C=CC=1)C.Cl[C:31]([O:33][CH:34]([Cl:36])[CH3:35])=[O:32]>C(Cl)(Cl)Cl>[Cl:36][CH:34]([O:33][C:31]([NH:8][CH2:7][CH2:6][C:5]1[CH:9]=[CH:10][C:11]([O:12][CH3:13])=[C:3]([O:2][CH3:1])[CH:4]=1)=[O:32])[CH3:35]. Procedure details: To a solution of 1.8 g of 3,4-dimethoxyphenethylamine in 50 ml of chloroform 2.2 g of proton sponge® was added. The reaction mixture was cooled in an ice bath. To the ice-cold solution was added with stirring 1.4 g of 1-chloroethyl chloroformate. The cooling bath was removed and the reaction mixture was kept stirred at room temperature for 72 hours. It was then washed with water, 3N HCl and water. After drying over sodium sulfate, the chloroform solution was evaporated to a thick oil weighing 2.... Reactants: Cl.ClC1=CC=C2NC=C(CCN)C2=C1 (5-chlorotryptamine hydrochloride), C1(CCC1)(C(=O)OCC)C(=O)[O-] (monoethyl cyclobutanedicarboxylate), C(C)(C)N(CC)C(C)C (diisopropylethylamine), F[B-](F)(F)F.N1(N=NC2=C1C=CC=C2)OC(=[N+](C)C)N(C)C (O-(benzotriazol-1-yl)-N,N,N′,N′-tetramethyluronium tetrafluoroborate). The solvent is ClCCl (dichloromethane). The product is ClC=1C=C2C(=CNC2=CC1)CCNC(=O)C1(CCC1)C(=O)OCC (Ethyl 1-({[2-(5-chloro-1H-indol-3-yl)ethyl]amino}carbonyl)cyclobutanecarboxylate). RXN SMILES: Cl.[Cl:2][C:3]1[CH:14]=[C:13]2[C:6]([NH:7][CH:8]=[C:9]2[CH2:10][CH2:11][NH2:12])=[CH:5][CH:4]=1.[C:15]1([C:24]([O-])=[O:25])([C:19]([O:21][CH2:22][CH3:23])=[O:20])[CH2:18][CH2:17][CH2:16]1.C(N(C(C)C)CC)(C)C.F[B-](F)(F)F.N1(OC(N(C)C)=[N+](C)C)C2C=CC=CC=2N=N1>ClCCl>[Cl:2][C:3]1[CH:14]=[C:13]2[C:6](=[CH:5][CH:4]=1)[NH:7][CH:8]=[C:9]2[CH2:10][CH2:11][NH:12][C:24]([C:15]1([C:19]([O:21][CH2:22][CH3:23])=[O:20])[CH2:18][CH2:17][CH2:16]1)=[O:25] |f:0.1,4.5|. Procedure: 23.1 g of 5-chlorotryptamine hydrochloride, 17.3 g of monoethyl cyclobutanedicarboxylate, 36 ml of diisopropylethylamine and 33.7 g of O-(benzotriazol-1-yl)-N,N,N′,N′-tetramethyluronium tetrafluoroborate are stirred for 20 hours at ambient temperature in 200 ml of dichloromethane. After washing with water, drying over sodium sulphate and filtering off the organic phase over Celite, evaporation under reduced pressure enables the expected product to be isolated.